From a dataset of the Open Reaction Database (ORD), a public repository of structured organic reaction records. describe an organic reaction: reactants, conditions, products, and yield Reactants: C(C)(C)(C)OC(=O)N1CC2=CC(=C(C=C2C1)Cl)I (5-chloro-6-iodo-1,3-dihydro-isoindole-2-carboxylic acid tert-butyl ester), C(CO)O (ethylene glycol), C([O-])([O-])=O.[Cs+].[Cs+] (cesium carbonate), 1,20-phenanthroline, C(C)S (ethyl mercaptan). Reagents/catalysts: [Cu]I (copper(I) iodide). The solvent is C(C)(C)O (isopropanol). Conditions: temperature 120 celsius, time 1 hour. Product: C(C)(C)(C)OC(=O)N1CC2=CC(=C(C=C2C1)Cl)SCC (5-Chloro-6-ethylsulfanyl-1,3-dihydro-isoindole-2-carboxylic acid tert-butyl ester). Reaction SMILES: [C:1]([O:5][C:6]([N:8]1[CH2:16][C:15]2[C:10](=[CH:11][C:12](I)=[C:13]([Cl:17])[CH:14]=2)[CH2:9]1)=[O:7])([CH3:4])([CH3:3])[CH3:2].C(O)CO.C(=O)([O-])[O-].[Cs+].[Cs+].[CH2:29]([SH:31])[CH3:30]>C(O)(C)C.[Cu]I>[C:1]([O:5][C:6]([N:8]1[CH2:16][C:15]2[C:10](=[CH:11][C:12]([S:31][CH2:29][CH3:30])=[C:13]([Cl:17])[CH:14]=2)[CH2:9]1)=[O:7])([CH3:4])([CH3:3])[CH3:2] |f:2.3.4|. Reported procedure: Lit. Org. Lett. 2002, 4(20), 3517-3520. To a stirred suspension of 0.66 mmol 5-chloro-6-iodo-1,3-dihydro-isoindole-2-carboxylic acid tert-butyl ester (Example A3(c)) in 5 ml isopropanol were added 1.32 mmol ethylene glycol, 0.07 mmol copper(I) iodide, 1.32 mmol cesium carbonate, 0.13 mmol 1,20-phenanthroline and 3.29 mmol ethyl mercaptan and the reaction mixture was stirred at 120° C. for 1 h. The mixture was then cooled to room temperature and concentrated in vacuo. The residue was purified by ... Reactants: CC(C)(COCC(=O)O)NC(=O)OC(C)(C)C, ClCCl, CCN=C=NCCCN(C)C, CCN(C(C)C)C(C)C, Cl, CNC(=O)C(Cc1ccccc1F)N(C)C(=O)C(Cc1ccc2ccccc2c1)NC, On1nnc2cccnc21. Product: CNC(=O)C(Cc1ccccc1F)N(C)C(=O)C(Cc1ccc2ccccc2c1)N(C)C(=O)COCC(C)(C)NC(=O)OC(C)(C)C. Reaction SMILES: [C:1]([CH3:2])([CH3:3])([CH3:4])[O:5][C:6](=[O:7])[NH:8][C:9]([CH2:10][O:11][CH2:12][C:13](=[O:14])[OH:15])([CH3:16])[CH3:17].[CH2:80]([Cl:81])[Cl:82].[CH3:29][N:30]([CH3:31])[CH2:32][CH2:33][CH2:34][N:35]=[C:36]=[N:37][CH2:38][CH3:39].[CH:71]([N:72]([CH:73]([CH3:74])[CH3:75])[CH2:76][CH3:77])([CH3:78])[CH3:79].[ClH:28].[F:40][c:41]1[c:42]([CH2:47][CH:48]([C:49]([NH:50][CH3:51])=[O:52])[N:53]([C:54]([CH:55]([CH2:56][c:57]2[cH:58][c:59]3[cH:60][cH:61][cH:62][cH:63][c:64]3[cH:65][cH:66]2)[NH:67][CH3:68])=[O:69])[CH3:70])[cH:43][cH:44][cH:45][cH:46]1.[OH:18][n:19]1[c:20]2[n:21][cH:22][cH:23][cH:24][c:25]2[n:26][n:27]1>>[C:1]([CH3:2])([CH3:3])([CH3:4])[O:5][C:6](=[O:7])[NH:8][C:9]([CH2:10][O:11][CH2:12][C:13](=[O:15])[N:67]([CH:55]([C:54]([N:53]([CH:48]([CH2:47][c:42]1[c:41]([F:40])[cH:46][cH:45][cH:44][cH:43]1)[C:49]([NH:50][CH3:51])=[O:52])[CH3:70])=[O:69])[CH2:56][c:57]1[cH:58][c:59]2[cH:60][cH:61][cH:62][cH:63][c:64]2[cH:65][cH:66]1)[CH3:68])([CH3:16])[CH3:17]. The reactants are IC1=NNC2=NC=NC(=C21)N (3-iodo-1H-pyrazolo[3,4-d]pyrimidin-4-amine), CC(C)OC(=O)/N=N/C(=O)OC(C)C (DIAD), FC1(C[C@H](N(C1)C(=O)OC(C)(C)C)CO)F (tert-butyl (2S)-4,4-difluoro-2-(hydroxymethyl)pyrrolidine-1-carboxylate), C1CCOC1 (THF). Conditions: time 8 hour. Product: NC1=C2C(=NC=N1)N(N=C2I)C[C@H]2N(CC(C2)(F)F)C(=O)OC(C)(C)C (tert-butyl (2S)-2-([4-amino-3-iodo-1H-pyrazolo[3,4-d]-pyrimidin-1-yl]methyl)-4,4-difluoropyrrolidine-1-carboxylate). Yield: 20.8%. As a reaction SMILES: [I:1][C:2]1[C:10]2[C:5](=[N:6][CH:7]=[N:8][C:9]=2[NH2:11])[NH:4][N:3]=1.[F:12][C:13]1([F:27])[CH2:17][N:16]([C:18]([O:20][C:21]([CH3:24])([CH3:23])[CH3:22])=[O:19])[C@H:15]([CH2:25]O)[CH2:14]1.C1COCC1.CC(OC(/N=N/C(OC(C)C)=O)=O)C>>[NH2:11][C:9]1[N:8]=[CH:7][N:6]=[C:5]2[N:4]([CH2:25][C@@H:15]3[CH2:14][C:13]([F:27])([F:12])[CH2:17][N:16]3[C:18]([O:20][C:21]([CH3:22])([CH3:24])[CH3:23])=[O:19])[N:3]=[C:2]([I:1])[C:10]=12. Reported procedure: Under nitrogen, to a solution of 3-iodo-1H-pyrazolo[3,4-d]pyrimidin-4-amine (2.61 g, 10.00 mmol, 1.00 equiv), tert-butyl (2S)-4,4-difluoro-2-(hydroxymethyl)pyrrolidine-1-carboxylate (2.37 g, 9.99 mmol, 1.00 equiv) and TPP (4 g, 15.2 mmol, 1.50 equiv) THF was DIAD (3.00 g, 15.0 mmol, 1.50 equiv) at 0° C. in 30 min. The resulting solution was stirred overnight at room temperature. The mixture was then concentrated under vacuum and the residue was applied onto a silica gel column with dichlorometha... Reported procedure: 2.99 g (0.015 mol) of 2-chloro-5-fluoro-benzoyl isocyanate are added to 2.66 g (0.015 mol) of 4-trifluoromethoxyaniline in 30 ml of dry toluene, at 60° C., in the absence of moisture. The mixture is stirred for one hour at 80° C. and cooled to 20°-25° C. The precipitated product is filtered off under suction and dried in vacuo at 100° C. 5.6 g (100% of theory) of 1-(2-chloro-5-fluoro-benzoyl)-3-(4-trifluoromethoxyphenyl)-urea of melting point 199° C. are obtained. Starting materials: ClC1=C(C(=O)N=C=O)C=C(C=C1)F (2-chloro-5-fluoro-benzoyl isocyanate), FC(OC1=CC=C(N)C=C1)(F)F (4-trifluoromethoxyaniline). Yields the product ClC1=C(C(=O)NC(=O)NC2=CC=C(C=C2)OC(F)(F)F)C=C(C=C1)F (1-(2-chloro-5-fluoro-benzoyl)-3-(4-trifluoromethoxyphenyl)-urea). The yield is 99.1%. Run at temperature 80 celsius, time 1 hour. As a reaction SMILES: [Cl:1][C:2]1[CH:12]=[CH:11][C:10]([F:13])=[CH:9][C:3]=1[C:4]([N:6]=[C:7]=[O:8])=[O:5].[F:14][C:15]([F:25])([F:24])[O:16][C:17]1[CH:23]=[CH:22][C:20]([NH2:21])=[CH:19][CH:18]=1>C1(C)C=CC=CC=1>[Cl:1][C:2]1[CH:12]=[CH:11][C:10]([F:13])=[CH:9][C:3]=1[C:4]([NH:6][C:7]([NH:21][C:20]1[CH:22]=[CH:23][C:17]([O:16][C:15]([F:14])([F:24])[F:25])=[CH:18][CH:19]=1)=[O:8])=[O:5]. The solvent is C1(=CC=CC=C1)C (toluene).